From a dataset of the Open Reaction Database (ORD), a public repository of structured organic reaction records. describe an organic reaction: reactants, conditions, products, and yield The reactants are [Cl-].[Mg+2].[Cl-] (magnesium chloride), C([C@@H]1[C@H]([C@@H]([C@H]([C@H](O1)O[C@@H]2[C@@H]([C@H]([C@@H]([C@H](O2)CO)O)O)O)O)O)O)O (trehalose), C([C@@H]1[C@H]([C@@H]([C@H]([C@H](O1)O[C@@H]2[C@@H]([C@H]([C@@H]([C@H](O2)CO)O)O)O)O)O)O)O (TREHAOSE), trehalose hydrate. The solvent is O (water). Conditions: temperature 118 celsius, time 6 hour. Yields the product C([C@@H]1[C@H]([C@@H]([C@H]([C@H](O1)O[C@@H]2[C@@H]([C@H]([C@@H]([C@H](O2)CO)O)O)O)O)O)O)O.O.O (trehalose dihydrate). Reaction SMILES: [Cl-].[Mg+2].[Cl-].[CH2:4]([OH:26])[C@H:5]1[O:10][C@H:9]([O:11][C@H:12]2[O:17][C@H:16]([CH2:18][OH:19])[C@@H:15]([OH:20])[C@H:14]([OH:21])[C@H:13]2[OH:22])[C@H:8]([OH:23])[C@@H:7]([OH:24])[C@@H:6]1[OH:25]>O>[CH2:18]([OH:19])[C@H:16]1[O:17][C@H:12]([O:11][C@H:9]2[O:10][C@H:5]([CH2:4][OH:26])[C@@H:6]([OH:25])[C@H:7]([OH:24])[C@H:8]2[OH:23])[C@H:13]([OH:22])[C@@H:14]([OH:21])[C@@H:15]1[OH:20].[OH2:10].[OH2:10] |f:0.1.2,5.6.7|. Procedure: Soybeans were washed with water and soaked in 4-time volumes of water for six hours, and then boiled and placed on a sieve to obtain boiled beans. The beans were soaked in a 60% aqueous trehalose solution containing 0.1% magnesium chloride at 70° C. for three hours, and taken out of the solution. Five parts by weight of the resulting beans were soaked in a solution, which had been prepared by dissolving in 35 parts by weight of water about 80 parts by weight of “TREHAOSE®”, a high-purity crystal... The reactants are 2-Brothomethyl-tetrahydro-pyran, C([O-])([O-])=O.[K+].[K+] (potassium carbonate), COC(=O)C1=CC2=C(N=CN2)C(=C1NC1=C(C=C(C=C1)Br)Cl)F (6-(4-Bromo-2-chloro-phenylamino)-7-fluoro-3H-benzoimidazole-5-carboxylic acid methyl ester). Solvent: C(C)(=O)OCC (ethyl acetate), O (water), CN(C=O)C (N,N-dimethylformamide). Conditions: temperature 60 celsius, time 12 hour. Product: COC(=O)C1=CC2=C(N=CN2CC2OCCCC2)C(=C1NC1=C(C=C(C=C1)Br)Cl)F (6-(4-Bromo-2-chloro-phenylamino)-7-fluoro-3-(tetrahydro-pyran-2-ylmethyl)-3H-benzoimidazole-5-carboxylic acid methyl ester). RXN SMILES: [CH3:1][O:2][C:3]([C:5]1[C:13]([NH:14][C:15]2[CH:20]=[CH:19][C:18]([Br:21])=[CH:17][C:16]=2[Cl:22])=[C:12]([F:23])[C:8]2[N:9]=[CH:10][NH:11][C:7]=2[CH:6]=1)=[O:4].[C:24](=[O:27])([O-])[O-].[K+].[K+]>CN(C)C=O.C(OCC)(=O)C.O>[CH3:1][O:2][C:3]([C:5]1[C:13]([NH:14][C:15]2[CH:20]=[CH:19][C:18]([Br:21])=[CH:17][C:16]=2[Cl:22])=[C:12]([F:23])[C:8]2[N:9]=[CH:10][N:11]([CH2:7][CH:6]3[CH2:5][CH2:13][CH2:12][CH2:24][O:27]3)[C:7]=2[CH:6]=1)=[O:4] |f:1.2.3|. Procedure: 6-(4-Bromo-2-chloro-phenylamino)-7-fluoro-3H-benzoimidazole-5-carboxylic acid methyl ester 8b (0.25 g, 0.63 mmol) is dissolved in N,N-dimethylformamide (5 mL). 2-Brothomethyl-tetrahydro-pyran (0.34 g, 1.88 mmol) and potassium carbonate (0.26 g, 1.88 mmol) are added and the reaction mixture is stirred at 60° C. for 12 hours under N2. The reaction mixture is poured into a separatory funnel, diluted with ethyl acetate and water and the layers separated. The ethyl acetate layer is washed with water ...